describe an organic reaction: reactants, conditions, products, and yield From a dataset of the Open Reaction Database (ORD), a public repository of structured organic reaction records. Starting materials: O=C(CC#N)CC (3-oxopentanenitrile), COC(N(C)C)OC (1,1-dimethoxy-N,N-dimethylmethanamine). The solvent is C1CCOC1 (THF). Conditions: time 8 hour. Yields the product CN(C)C=C(C#N)C(CC)=O (2-((dimethylamino)methylene)-3-oxopentanenitrile). As a reaction SMILES: [O:1]=[C:2]([CH2:6][CH3:7])[CH2:3][C:4]#[N:5].CO[CH:10](OC)[N:11]([CH3:13])[CH3:12]>C1COCC1>[CH3:13][N:11]([CH:10]=[C:3]([C:2](=[O:1])[CH2:6][CH3:7])[C:4]#[N:5])[CH3:12]. Reported procedure: A mixture of 3-oxopentanenitrile (1.0 equiv.) and 1,1-dimethoxy-N,N-dimethylmethanamine (4.3 M) in THF (1.6 M) was stirred at room temperature overnight. After reaction completion, the solvent was removed under vacuum to give the crude 2-((dimethylamino)methylene)-3-oxopentanenitrile (0.98 equiv.), which was used for the next step without further purification. MS (ESI) m/z 152.1 [M+H]+. The reactants are ON1C(C=2C(C1=O)=CC=CC2)=O (N-hydroxyphthalimide), C1OC=2C=C(CCl)C=CC2O1 (3,4-methylenedioxybenzyl chloride). Product: O1COC2=C1C=CC(=C2)CON (O-Benzo[1,3]-dioxol-5-ylmethyl-hydroxylamine). Reaction SMILES: [OH:1][N:2]1C(=O)C2=CC=CC=C2C1=O.[CH2:13]1[O:23][C:22]2[CH:21]=[CH:20][C:17]([CH2:18]Cl)=[CH:16][C:15]=2[O:14]1>>[O:23]1[C:22]2[CH:21]=[CH:20][C:17]([CH2:18][O:1][NH2:2])=[CH:16][C:15]=2[O:14][CH2:13]1. Procedure: Prepared by a similar procedure as described for preparation 15, starting from N-hydroxyphthalimide and 3,4-methylenedioxybenzyl chloride (Fluorochem). 13C-NMR (CDCl3) δ 147.5, 147.2, 131.0, 121.9, 108.7, 107.9, 100.8, 77.5. Reactants: BrC1=CC2=C(C=3N=C(SC3CCO2)C2=NC(=NN2C(C)C)N)C=C1 (5-(8-Bromo-4,5-dihydro-6-oxa-3-thia-1-aza-benzo[e]azulen-2-yl)-1-isopropyl-1H-[1,2,4]triazol-3-ylamine), CC1(COC1)CN1N=CC(=C1)B1OC(C(O1)(C)C)(C)C (1-((3-methyloxetan-3-yl)methyl)-4-(4,4,5,5-tetramethyl-1,3,2-dioxaborolan-2-yl)-1H-pyrazole). Yields the product C(C)(C)N1N=C(N=C1C=1SC=2CCOC3=C(C2N1)C=CC(=C3)C=3C=NN(C3)CC3(COC3)C)N (1-Isopropyl-5-{8-[1-(3-methyl-oxetan-3-ylmethyl)-1H-pyrazol-4-yl]-4,5-dihydro-6-oxa-3-thia-1-aza-benzo[e]azulen-2-yl}-1H-[1,2,4]triazol-3-ylamine). As a reaction SMILES: Br[C:2]1[CH:24]=[CH:23][C:5]2[C:6]3[N:7]=[C:8]([C:14]4[N:18]([CH:19]([CH3:21])[CH3:20])[N:17]=[C:16]([NH2:22])[N:15]=4)[S:9][C:10]=3[CH2:11][CH2:12][O:13][C:4]=2[CH:3]=1.[CH3:25][C:26]1([CH2:30][N:31]2[CH:35]=[C:34](B3OC(C)(C)C(C)(C)O3)[CH:33]=[N:32]2)[CH2:29][O:28][CH2:27]1>>[CH:19]([N:18]1[C:14]([C:8]2[S:9][C:10]3[CH2:11][CH2:12][O:13][C:4]4[CH:3]=[C:2]([C:34]5[CH:33]=[N:32][N:31]([CH2:30][C:26]6([CH3:25])[CH2:27][O:28][CH2:29]6)[CH:35]=5)[CH:24]=[CH:23][C:5]=4[C:6]=3[N:7]=2)=[N:15][C:16]([NH2:22])=[N:17]1)([CH3:21])[CH3:20]. Procedure: Similar to as described in General Procedure C, 5-(8-Bromo-4,5-dihydro-6-oxa-3-thia-1-aza-benzo[e]azulen-2-yl)-1-isopropyl-1H-[1,2,4]triazol-3-ylamine was reacted with 1-((3-methyloxetan-3-yl)methyl)-4-(4,4,5,5-tetramethyl-1,3,2-dioxaborolan-2-yl)-1H-pyrazole. Purification of the crude reaction mixture by reverse phase HPLC gave 400. LCMS: 478.2 Reaction SMILES: [Cl:1][C:2]1[CH:3]=[N:4][CH:5]=[C:6]([Cl:20])[C:7]=1[S:8][C:9]1[S:13][C:12]([C:14]([OH:16])=O)=[CH:11][C:10]=1[N+:17]([O-:19])=[O:18].[NH2:21][CH2:22][CH:23]([OH:31])[CH2:24][N:25]1[CH2:30][CH2:29][CH2:28][CH2:27][CH2:26]1>>[Cl:20][C:6]1[CH:5]=[N:4][CH:3]=[C:2]([Cl:1])[C:7]=1[S:8][C:9]1[S:13][C:12]([C:14]([NH:21][CH2:22][CH:23]([OH:31])[CH2:24][N:25]2[CH2:26][CH2:27][CH2:28][CH2:29][CH2:30]2)=[O:16])=[CH:11][C:10]=1[N+:17]([O-:19])=[O:18]. Procedure: Prepared according to the procedure described for example 70 from 5-((3,5-dichloropyridin-4-yl)thio)-4-nitrothiophene-2-carboxylic acid (500 mg, 1.4 mmol) and 1-amino-3-(piperidin-1-yl)propan-2-ol (270 mg, 1.7 mmol) from the above. The title compound was obtained as a solid (125.0 mg, 18% yield). 1H NMR (400 MHz, d6-DMSO) δ: 9.10 (1H, m), 9.00 (2H, m), 8.47 (1H, s), 5.82 (1H, m), 4.03 (1H, m), 3.23 (2H, m), 3.14 (1H, m), 2.92 (2H, m), 2.85 (1H, m), 1.80 (2H, m), 1.67 (2H, m), 1.35 (1H, m). MS m/... Starting materials: ClC=1C=NC=C(C1SC1=C(C=C(S1)C(=O)O)[N+](=O)[O-])Cl (5-((3,5-dichloropyridin-4-yl)thio)-4-nitrothiophene-2-carboxylic acid), NCC(CN1CCCCC1)O (1-amino-3-(piperidin-1-yl)propan-2-ol). The yield is 18.0%. The product is ClC=1C=NC=C(C1SC1=C(C=C(S1)C(=O)NCC(CN1CCCCC1)O)[N+](=O)[O-])Cl (5-((3,5-dichloropyridin-4-yl)thio)-N-(2-hydroxy-3-(piperidin-1-yl)propyl)-4-nitrothiophene-2-carboxamide), solid. Starting materials: CC(C)(C)c1cc(NC(=O)Nc2cccc(Oc3ncnc4ccc(I)cc34)c2)no1, O=C([O-])[O-], C1COCCN1, COCCOC, [Cs+], [Cs+], O=C(C=Cc1ccccc1)C=Cc1ccccc1, O=C(C=Cc1ccccc1)C=Cc1ccccc1, O=C(C=Cc1ccccc1)C=Cc1ccccc1, [Pd], [Pd]. Yields the product CC(C)(C)c1cc(NC(=O)Nc2cccc(Oc3ncnc4ccc(N5CCOCC5)cc34)c2)no1. Reaction SMILES: [C:1]([CH3:2])([CH3:3])([CH3:4])[c:5]1[cH:6][c:7]([NH:10][C:11](=[O:12])[NH:13][c:14]2[cH:15][c:16]([O:20][c:21]3[n:22][cH:23][n:24][c:25]4[cH:26][cH:27][c:28]([I:31])[cH:29][c:30]34)[cH:17][cH:18][cH:19]2)[n:8][o:9]1.[C:38](=[O:39])([O-:40])[O-:41].[CH2:32]1[CH2:33][O:34][CH2:35][CH2:36][NH:37]1.[CH3:44][O:45][CH2:46][CH2:47][O:48][CH3:49].[Cs+:42].[Cs+:43].[O:52]=[C:53]([CH:54]=[CH:55][c:56]1[cH:57][cH:58][cH:59][cH:60][cH:61]1)[CH:62]=[CH:63][c:64]1[cH:65][cH:66][cH:67][cH:68][cH:69]1.[O:70]=[C:71]([CH:72]=[CH:73][c:74]1[cH:75][cH:76][cH:77][cH:78][cH:79]1)[CH:80]=[CH:81][c:82]1[cH:83][cH:84][cH:85][cH:86][cH:87]1.[O:88]=[C:89]([CH:90]=[CH:91][c:92]1[cH:93][cH:94][cH:95][cH:96][cH:97]1)[CH:98]=[CH:99][c:100]1[cH:101][cH:102][cH:103][cH:104][cH:105]1.[Pd:50].[Pd:51]>>[C:1]([CH3:2])([CH3:3])([CH3:4])[c:5]1[cH:6][c:7]([NH:10][C:11](=[O:12])[NH:13][c:14]2[cH:15][c:16]([O:20][c:21]3[n:22][cH:23][n:24][c:25]4[cH:26][cH:27][c:28]([N:37]5[CH2:32][CH2:33][O:34][CH2:35][CH2:36]5)[cH:29][c:30]34)[cH:17][cH:18][cH:19]2)[n:8][o:9]1. The reactants are CC(=O)O[BH-](OC(C)=O)OC(C)=O, CS(=O)(=O)N1CCNCC1, CC(=O)[O-], COC(OC)OC, O=Cc1cc2nc(Cl)nc(N3CCOCC3)c2o1, ClCCCl, Cl, [Na+], [Na+]. Product: CS(=O)(=O)N1CCN(Cc2cc3nc(Cl)nc(N4CCOCC4)c3o2)CC1. Reaction SMILES: [C:42]([O:43][BH-:44]([O:45][C:46](=[O:47])[CH3:48])[O:49][C:50](=[O:51])[CH3:52])(=[O:53])[CH3:54].[CH3:20][S:21](=[O:22])(=[O:23])[N:24]1[CH2:25][CH2:26][NH:27][CH2:28][CH2:29]1.[CH3:31][C:32](=[O:33])[O-:34].[CH:35]([O:36][CH3:37])([O:38][CH3:39])[O:40][CH3:41].[Cl:1][c:2]1[n:3][c:4]([N:13]2[CH2:14][CH2:15][O:16][CH2:17][CH2:18]2)[c:5]2[c:6]([n:7]1)[cH:8][c:9]([CH:11]=[O:12])[o:10]2.[Cl:56][CH2:57][CH2:58][Cl:59].[ClH:19].[Na+:30].[Na+:55]>>[Cl:1][c:2]1[n:3][c:4]([N:13]2[CH2:14][CH2:15][O:16][CH2:17][CH2:18]2)[c:5]2[c:6]([n:7]1)[cH:8][c:9]([CH2:11][N:27]1[CH2:26][CH2:25][N:24]([S:21]([CH3:20])(=[O:22])=[O:23])[CH2:29][CH2:28]1)[o:10]2.